From a dataset of the Open Reaction Database (ORD), a public repository of structured organic reaction records. describe an organic reaction: reactants, conditions, products, and yield Starting materials: O[Li].O (LiOH.H2O), NC1=CC=C(C=C1)C#CC=1C(=NN(C1)CCO)C1=C(C=CC(=C1)Cl)O (2-[4-(4-Amino-phenylethynyl)-1-(2-hydroxy-ethyl)-1H-pyrazol-3-yl]-4-chloro-phenol), C(=O)(OC(C)(C)C)N1[C@H](CCCC1)C(=O)O (N-Boc-2(R)-piperidinecarboxylic acid), C(C)(=O)O (acetic acid), C(C)(C)N=C=NC(C)C (N,N′-Diisopropylcarbodiimide). The reagents and catalysts are CN(C1=CC=NC=C1)C (4-dimethylaminopyridine). Solvent: O (water), C1CCOC1 (THF), C(C)(=O)OCC (ethyl acetate). Reaction conditions: time 8 hour. Product: C(C)(C)(C)OC(=O)N1[C@H](CCCC1)C(NC1=CC=C(C=C1)C#CC=1C(=NN(C1)CCO)C1=C(C=CC(=C1)Cl)O)=O (2(R)-{4-[3-(5-Chloro-2-hydroxy-phenyl)-1-(2-hydroxy-ethyl)-1H-pyrazol-4-ylethynyl]-phenylcarbamoyl}-piperidine-1-carboxylic acid tert-butyl ester). Yield: 72.6%. Reaction SMILES: [NH2:1][C:2]1[CH:7]=[CH:6][C:5]([C:8]#[C:9][C:10]2[C:11]([C:18]3[CH:23]=[C:22]([Cl:24])[CH:21]=[CH:20][C:19]=3[OH:25])=[N:12][N:13]([CH2:15][CH2:16][OH:17])[CH:14]=2)=[CH:4][CH:3]=1.[C:26]([N:33]1[CH2:38][CH2:37][CH2:36][CH2:35][C@@H:34]1[C:39](O)=[O:40])([O:28][C:29]([CH3:32])([CH3:31])[CH3:30])=[O:27].C(N=C=NC(C)C)(C)C.O[Li].O.C(O)(=O)C>CN(C)C1C=CN=CC=1.C1COCC1.O.C(OCC)(=O)C>[C:29]([O:28][C:26]([N:33]1[CH2:38][CH2:37][CH2:36][CH2:35][C@@H:34]1[C:39](=[O:40])[NH:1][C:2]1[CH:7]=[CH:6][C:5]([C:8]#[C:9][C:10]2[C:11]([C:18]3[CH:23]=[C:22]([Cl:24])[CH:21]=[CH:20][C:19]=3[OH:25])=[N:12][N:13]([CH2:15][CH2:16][OH:17])[CH:14]=2)=[CH:4][CH:3]=1)=[O:27])([CH3:32])([CH3:31])[CH3:30] |f:3.4|. Reported procedure: A solution of 2-[4-(4-Amino-phenylethynyl)-1-(2-hydroxy-ethyl)-1H-pyrazol-3-yl]-4-chloro-phenol (2A) (7.08 g, 20.0 mmol), N-Boc-2(R)-piperidinecarboxylic acid (3A) (18.35 g, 80.0 mmol) and 4-dimethylaminopyridine (DMAP, 0.978 g, 8.0 mmol) in anhydrous THF (100 mL) was cooled to 0° C. with and ice-water bath. N,N′-Diisopropylcarbodiimide (DIPC, 12.39 mL, 80.0 mmol) was added slowly to the above solution. The ice-water bath was removed and the reaction mixture was stirred at rt overnight. Water (˜... Starting materials: CNC, ClCCl, O=Cc1ccc(-c2cc3nccc(Oc4ccc([N+](=O)[O-])cc4F)c3s2)nc1. The product is CN(C)Cc1ccc(-c2cc3nccc(Oc4ccc([N+](=O)[O-])cc4F)c3s2)nc1. Reaction SMILES: [CH3:29][NH:30][CH3:31].[Cl:32][CH2:33][Cl:34].[F:1][c:2]1[c:3]([O:4][c:5]2[c:6]3[c:7]([n:8][cH:9][cH:10]2)[cH:11][c:12](-[c:14]2[n:15][cH:16][c:17]([CH:18]=[O:19])[cH:20][cH:21]2)[s:13]3)[cH:22][cH:23][c:24]([N+:26](=[O:27])[O-:28])[cH:25]1>>[F:1][c:2]1[c:3]([O:4][c:5]2[c:6]3[c:7]([n:8][cH:9][cH:10]2)[cH:11][c:12](-[c:14]2[n:15][cH:16][c:17]([CH2:18][N:30]([CH3:29])[CH3:31])[cH:20][cH:21]2)[s:13]3)[cH:22][cH:23][c:24]([N+:26](=[O:27])[O-:28])[cH:25]1. Product: [N+](=[N-])=C(C(=O)OCC)C(CC)=O (Ethyl 2-diazo-3-oxopentanoate). RXN SMILES: [C:1]([CH2:5][C:6]([O:8][CH2:9][CH3:10])=[O:7])(=[O:4])[CH2:2][CH3:3].S([N:21]=[N+:22]=[N-])(C1C=CC(C)=CC=1)(=O)=O>>[N+:21](=[C:5]([C:1](=[O:4])[CH2:2][CH3:3])[C:6]([O:8][CH2:9][CH3:10])=[O:7])=[N-:22]. The reactants are Crude material, C(CC)(=O)CC(=O)OCC (ethyl propionylacetate), S(=O)(=O)(C1=CC=C(C)C=C1)N=[N+]=[N-] (tosylazide), Intermediate 1-7. Reported procedure: This compound was synthesised from ethyl propionylacetate (CAS 4949-44-4) and polymer-bound tosylazide using similar protocol as described in Intermediate 1-7. Crude material (0.9 g, 95%) was taken directly to next step. Starting materials: C(C)(C)(C)OC(=O)N1CCC(CC1)(SC=1C=C(C=CC1)C)COC (N-tert-Butoxycarbonyl-4-methoxymethyl-4-(3-tolylsulfanyl)piperidine), OOS(=O)[O-].[K+] (Oxone), C([O-])(O)=O.[K+] (potassium bicarbonate). The solvent is ClCCl (dichloromethane), O (water), C(C)#N (acetonitrile), O (water), O (water). Run at time 1 hour. The product is C(C)(C)(C)OC(=O)N1CCC(CC1)(S(=O)C=1C=C(C=CC1)C)COC (N-tert-Butoxycarbonyl-4-methoxymethyl-4-(3-tolylsulfinyl)piperidine). As a reaction SMILES: [C:1]([O:5][C:6]([N:8]1[CH2:13][CH2:12][C:11]([CH2:22][O:23][CH3:24])([S:14][C:15]2[CH:16]=[C:17]([CH3:21])[CH:18]=[CH:19][CH:20]=2)[CH2:10][CH2:9]1)=[O:7])([CH3:4])([CH3:3])[CH3:2].[OH:25]OS([O-])=O.[K+].C(=O)(O)[O-].[K+]>C(#N)C.O.ClCCl>[C:1]([O:5][C:6]([N:8]1[CH2:9][CH2:10][C:11]([CH2:22][O:23][CH3:24])([S:14]([C:15]2[CH:16]=[C:17]([CH3:21])[CH:18]=[CH:19][CH:20]=2)=[O:25])[CH2:12][CH2:13]1)=[O:7])([CH3:4])([CH3:3])[CH3:2] |f:1.2,3.4|. Reported procedure: A solution of N-tert-Butoxycarbonyl-4-methoxymethyl-4-(3-tolylsulfanyl)piperidine (0.26 g, 0.73 mmol; Example 107, Step A) in acetonitrile (10 mL) was treated with a solution of Oxone (0.99 g, 1.6 mmol) in water (10 mL) and potassium bicarbonate (0.56 g, 5.6 mmol) in water (10 mL), and stirred at room temp. for 1 h. The reaction mixture was diluted with dichloromethane and water. The organic extract was washed with brine, dried over anhydrous magnesium sulfate, filtered, and concentrated under v...